describe an organic reaction: reactants, conditions, products, and yield From a dataset of the Open Reaction Database (ORD), a public repository of structured organic reaction records. The yield is 77.9%. The product is BrC=1C=C2COC3(C2=CC1)CN(C3)C(=O)OC(C)(C)C (tert-butyl 5′-bromo-3′H-spiro[azetidine-3,1′-isobenzofuran]-1-carboxylate). As a reaction SMILES: [Br:1][C:2]1[CH:7]=[CH:6][C:5](I)=[C:4]([CH2:9]Cl)[CH:3]=1.[Cl-].[Li+].C([Mg]Cl)(C)C.[C:18]([N:25]1[CH2:28][C:27](=[O:29])[CH2:26]1)([O:20][C:21]([CH3:24])([CH3:23])[CH3:22])=[O:19]>C1COCC1>[Br:1][C:2]1[CH:3]=[C:4]2[C:5](=[CH:6][CH:7]=1)[C:27]1([CH2:26][N:25]([C:18]([O:20][C:21]([CH3:24])([CH3:23])[CH3:22])=[O:19])[CH2:28]1)[O:29][CH2:9]2 |f:1.2.3|. Reactants: BrC1=CC(=C(C=C1)I)CCl (4-bromo-2-(chloromethyl)-1-iodobenzene), [Cl-].[Li+].C(C)(C)[Mg]Cl (isopropylmagnesium chloride lithium chloride), C(=O)(OC(C)(C)C)N1CC(C1)=O (1-Boc-3-azetidinone). Conditions: temperature -15 celsius, time 30 minute. Solvent: C1CCOC1 (THF), C1CCOC1 (THF). Procedure details: To a solution of 4-bromo-2-(chloromethyl)-1-iodobenzene (2.0 g, 6.04 mmol, 1 eq) in THF (16 mL), isopropylmagnesium chloride lithium chloride complex (5.11 mL, 1.3M in THF, 1.1 eq) was added over about 5 min while the internal temperature didn't exceed −15° C. Reaction is stirred at −15° C. for 30 min. Then a solution of 1-Boc-3-azetidinone (1.24 g, 1.2 eq) in THF (4 mL) was added dropwise; internal temperature at −30° C. The reaction is stirred at room temperature overnight. Reaction was quench...